From a dataset of the Open Reaction Database (ORD), a public repository of structured organic reaction records. describe an organic reaction: reactants, conditions, products, and yield The product is O=C(NCCOc1ccc(CC(Nc2ccccc2)C(=O)O)cc1)c1ccc(-c2ccccn2)cc1. As a reaction SMILES: [CH3:41][OH:42].[Na+:40].[OH-:39].[c:1]1([NH:7][CH:8]([C:9](=[O:10])[O:11][CH2:12][CH3:13])[CH2:14][c:15]2[cH:16][cH:17][c:18]([O:21][CH2:22][CH2:23][NH:24][C:25]([c:26]3[cH:27][cH:28][c:29](-[c:32]4[n:33][cH:34][cH:35][cH:36][cH:37]4)[cH:30][cH:31]3)=[O:38])[cH:19][cH:20]2)[cH:2][cH:3][cH:4][cH:5][cH:6]1>>[c:1]1([NH:7][CH:8]([C:9](=[O:10])[OH:11])[CH2:14][c:15]2[cH:16][cH:17][c:18]([O:21][CH2:22][CH2:23][NH:24][C:25]([c:26]3[cH:27][cH:28][c:29](-[c:32]4[n:33][cH:34][cH:35][cH:36][cH:37]4)[cH:30][cH:31]3)=[O:38])[cH:19][cH:20]2)[cH:2][cH:3][cH:4][cH:5][cH:6]1. Starting materials: CO, [Na+], [OH-], CCOC(=O)C(Cc1ccc(OCCNC(=O)c2ccc(-c3ccccn3)cc2)cc1)Nc1ccccc1.